Dataset: the Open Reaction Database (ORD), a public repository of structured organic reaction records. Task: describe an organic reaction: reactants, conditions, products, and yield Reactants: C1CCOC1, ClCCl, NC(=NO)c1cccc(Oc2ccc3c(c2)S(=O)(=O)N=C2CCCN23)c1, O=S(Cl)Cl, c1ccncc1. Yields the product O=S1NC(c2cccc(Oc3ccc4c(c3)S(=O)(=O)N=C3CCCN34)c2)=NO1. Reaction SMILES: [CH2:37]1[O:38][CH2:39][CH2:40][CH2:41]1.[Cl:42][CH2:43][Cl:44].[O:1]=[S:2]1(=[O:26])[N:3]=[C:4]2[N:5]([c:6]3[c:7]1[cH:8][c:9]([O:12][c:13]1[cH:14][c:15]([C:19]([NH2:20])=[N:21][OH:22])[cH:16][cH:17][cH:18]1)[cH:10][cH:11]3)[CH2:23][CH2:24][CH2:25]2.[S:33](=[O:34])([Cl:35])[Cl:36].[cH:27]1[cH:28][cH:29][n:30][cH:31][cH:32]1>>[O:1]=[S:2]1(=[O:26])[N:3]=[C:4]2[N:5]([c:6]3[c:7]1[cH:8][c:9]([O:12][c:13]1[cH:14][c:15]([C:19]4=[N:21][O:22][S:33](=[O:34])[NH:20]4)[cH:16][cH:17][cH:18]1)[cH:10][cH:11]3)[CH2:23][CH2:24][CH2:25]2. Starting materials: CCOC(=O)CCc1cn(Cc2ccc(OCc3nc(-c4ccccc4)oc3C)cc2)nc1OCc1ccccc1, CCO, Cl, [Na+], C1CCOC1, [OH-]. Product: Cc1oc(-c2ccccc2)nc1COc1ccc(Cn2cc(CCC(=O)O)c(OCc3ccccc3)n2)cc1. As a reaction SMILES: [CH2:1]([c:2]1[cH:3][cH:4][cH:5][cH:6][cH:7]1)[O:8][c:9]1[n:10][n:11]([CH2:21][c:22]2[cH:23][cH:24][c:25]([O:28][CH2:29][c:30]3[n:31][c:32](-[c:36]4[cH:37][cH:38][cH:39][cH:40][cH:41]4)[o:33][c:34]3[CH3:35])[cH:26][cH:27]2)[cH:12][c:13]1[CH2:14][CH2:15][C:16](=[O:17])[O:18][CH2:19][CH3:20].[CH3:49][CH2:50][OH:51].[ClH:52].[Na+:43].[O:44]1[CH2:45][CH2:46][CH2:47][CH2:48]1.[OH-:42]>>[CH2:1]([c:2]1[cH:3][cH:4][cH:5][cH:6][cH:7]1)[O:8][c:9]1[n:10][n:11]([CH2:21][c:22]2[cH:23][cH:24][c:25]([O:28][CH2:29][c:30]3[n:31][c:32](-[c:36]4[cH:37][cH:38][cH:39][cH:40][cH:41]4)[o:33][c:34]3[CH3:35])[cH:26][cH:27]2)[cH:12][c:13]1[CH2:14][CH2:15][C:16](=[O:17])[OH:18]. Starting materials: O1C(CCCC1)OC1=CC(=C(C=C1)OC)OC (3,4-Dimethoxyphenol tetrahydropyranyl ether), C1(=CC=CC=C1)[Li] (phenyllithium), CN(C=O)C (dimethylformamide). The product is COC1=C(C=O)C(=CC=C1OC)O (2,3-dimethoxy-6-hydroxybenzaldehyde). RXN SMILES: O1CCCCC1[O:7][C:8]1[CH:13]=[CH:12][C:11]([O:14][CH3:15])=[C:10]([O:16][CH3:17])[CH:9]=1.C1([Li])C=CC=CC=1.CN(C)[CH:27]=[O:28]>>[CH3:17][O:16][C:10]1[C:11]([O:14][CH3:15])=[CH:12][CH:13]=[C:8]([OH:7])[C:9]=1[CH:27]=[O:28]. Reported procedure: 3,4-Dimethoxyphenol tetrahydropyranyl ether (47.6 g, 0.2 M) was lithiated with phenyllithium (from 21.02 ml bromobenzene and 2.89 g lithium), formylated by the addition of dry dimethylformamide (15 ml) and subsequently hydrolysed in an analogous manner to that described in example 2(E). The crude product was distilled under high vacuum to give 2,3-dimethoxy-6-hydroxybenzaldehyde as a yellow oil which solidified on standing. After trituration with 40/60 petrol and filtration the product had m.p. ...